From a dataset of the Open Reaction Database (ORD), a public repository of structured organic reaction records. describe an organic reaction: reactants, conditions, products, and yield Reactants: C1(C=CCC1)ON=C(C(=O)NC1[C@@H]2N(C(=C(CS2)C[N+]2=CC=CC=C2)C(=O)[O-])C1=O)C1=NC=CC(=N1)NC=O (7-[2-(2-cyclopenten-1-yloxyimino)-2-(4-formamidopyrimidin-2-yl)acetamido]-3-(1-pyridiniomethyl)-3-cephem-4-carboxylate). Solvent: C([O-])(O)=O.[Na+] (sodium bicarbonate). Reaction conditions: time 15 hour. Product: C1(C=CCC1)ON=C(C(=O)NC1[C@@H]2N(C(=C(CS2)C[N+]2=CC=CC=C2)C(=O)[O-])C1=O)C1=NC=CC(=N1)N (7-[2-(2-cyclopenten-1-yloxyimino)-2-(4-aminopyrimidin-2-yl)acetamido]-3-(1-pyridiniomethyl)-3-cephem-4-carboxylate). Reaction SMILES: [CH:1]1([O:6][N:7]=[C:8]([C:31]2[N:36]=[C:35]([NH:37]C=O)[CH:34]=[CH:33][N:32]=2)[C:9]([NH:11][CH:12]2[C:29](=[O:30])[N:14]3[C:15]([C:26]([O-:28])=[O:27])=[C:16]([CH2:19][N+:20]4[CH:25]=[CH:24][CH:23]=[CH:22][CH:21]=4)[CH2:17][S:18][C@H:13]23)=[O:10])[CH2:5][CH2:4][CH:3]=[CH:2]1>C(=O)(O)[O-].[Na+]>[CH:1]1([O:6][N:7]=[C:8]([C:31]2[N:36]=[C:35]([NH2:37])[CH:34]=[CH:33][N:32]=2)[C:9]([NH:11][CH:12]2[C:29](=[O:30])[N:14]3[C:15]([C:26]([O-:28])=[O:27])=[C:16]([CH2:19][N+:20]4[CH:21]=[CH:22][CH:23]=[CH:24][CH:25]=4)[CH2:17][S:18][C@H:13]23)=[O:10])[CH2:5][CH2:4][CH:3]=[CH:2]1 |f:1.2|. Procedure details: This solution was added to the activated acid solution prepared above, and the mixture was stirred at -19° to -10° C. for half an hour and at ambient temperature for additional half an hour. The reaction mixture was poured into an aqueous solution (100 ml) of sodium bicarbonate (8.47 g). The aqueous layer containing 7-[2-(2-cyclopenten-1-yloxyimino)-2-(4-formamidopyrimidin-2-yl)acetamido]-3-(1-pyridiniomethyl)-3-cephem-4-carboxylate (syn isomer) was separated out, adjusted to pH 1 with 6 N hydro... Starting materials: Cl (HCl), O1CCOCC1 (dioxane), CC=1C=CC(=NC1)OC=1C=C(C=C2CCN(CC2)C(=O)OC(C)(C)C)C=CC1 (tert-Butyl 4-(3-(5-methylpyridin-2-yloxy)benzylidene)piperidine-1-carboxylate). The solvent is C(Cl)Cl (CH2Cl2). Yields the product Cl.CC=1C=CC(=NC1)OC1=CC(=CC=C1)C=C1CCNCC1 (5-Methyl-2-(3-(piperidin-4-ylidenemethyl)phenoxy)pyridine hydrochloride). RXN SMILES: [CH3:1][C:2]1[CH:3]=[CH:4][C:5]([O:8][C:9]2[CH:10]=[C:11]([CH:26]=[CH:27][CH:28]=2)[CH:12]=[C:13]2[CH2:18][CH2:17][N:16](C(OC(C)(C)C)=O)[CH2:15][CH2:14]2)=[N:6][CH:7]=1.[ClH:29].O1CCOCC1>C(Cl)Cl>[ClH:29].[CH3:1][C:2]1[CH:3]=[CH:4][C:5]([O:8][C:9]2[CH:28]=[CH:27][CH:26]=[C:11]([CH:12]=[C:13]3[CH2:18][CH2:17][NH:16][CH2:15][CH2:14]3)[CH:10]=2)=[N:6][CH:7]=1 |f:4.5|. Procedure: tert-Butyl 4-(3-(5-methylpyridin-2-yloxy)benzylidene)piperidine-1-carboxylate (1.24 g, 3.26 mmol) from Step 4 was dissolved in CH2Cl2 (10 mL) and treated with HCl in dioxane (3.26 mL, 4.0 M, 13 mmol). After 16 h the reaction was concentrated in vacuo to provide the title compound as a white solid (1.48 g). Starting materials: C1=CC=CC=2C3=CC=CC=C3C(C12)COC(NC1=CC=C(C=C1)SC1=C(C=C(C=C1)C(NC=1C=NC=C(C1)Br)=O)[N+](=O)[O-])=O ({4-[4-(5-Bromo-pyridin-3-ylcarbamoyl)-2-nitro-phenylsulfanyl]-phenyl}-carbamic acid 9H-fluoren-9-ylmethyl ester), [Cl-].[NH4+] (ammonium chloride), C(C)O (ethanol), O1CCCC1 (tetrahydrofuran). Reagents/catalysts: [Fe] (iron). Solvent: C(C)(=O)OCC (ethyl acetate), O (water). Reaction conditions: temperature 80 celsius. Product: C1=CC=CC=2C3=CC=CC=C3C(C12)COC(NC1=CC=C(C=C1)SC1=C(C=C(C=C1)C(NC=1C=NC=C(C1)Br)=O)N)=O ({4-[2-Amino-4-(5-bromo-pyridin-3-ylcarbamoyl)-phenylsulfanyl]-phenyl}-carbamic acid 9H-fluoren-9-ylmethyl ester). Yield: 73.6%. RXN SMILES: [CH:1]1[C:13]2[CH:12]([CH2:14][O:15][C:16](=[O:44])[NH:17][C:18]3[CH:23]=[CH:22][C:21]([S:24][C:25]4[CH:30]=[CH:29][C:28]([C:31](=[O:40])[NH:32][C:33]5[CH:34]=[N:35][CH:36]=[C:37]([Br:39])[CH:38]=5)=[CH:27][C:26]=4[N+:41]([O-])=O)=[CH:20][CH:19]=3)[C:11]3[C:6](=[CH:7][CH:8]=[CH:9][CH:10]=3)[C:5]=2[CH:4]=[CH:3][CH:2]=1.[Cl-].[NH4+].C(O)C.O1CCCC1>O.C(OCC)(=O)C.[Fe]>[CH:1]1[C:13]2[CH:12]([CH2:14][O:15][C:16](=[O:44])[NH:17][C:18]3[CH:19]=[CH:20][C:21]([S:24][C:25]4[CH:30]=[CH:29][C:28]([C:31](=[O:40])[NH:32][C:33]5[CH:34]=[N:35][CH:36]=[C:37]([Br:39])[CH:38]=5)=[CH:27][C:26]=4[NH2:41])=[CH:22][CH:23]=3)[C:11]3[C:6](=[CH:7][CH:8]=[CH:9][CH:10]=3)[C:5]=2[CH:4]=[CH:3][CH:2]=1 |f:1.2|. Reported procedure: The product of Example 231C (146.5 mg, 0.2195 mmol), ammonium chloride (77 mg, 1.438 mmol), and iron powder (75.4 mg, 1.35 mmol) in a mixture of water (3 mL), ethanol (6 mL) and tetrahydrofuran (6 mL) was heated at 80° C. under a nitrogen atmosphere for 1 hour. The reaction was cooled to room temperature, diluted with ethyl acetate (100 mL), and washed with water (3×50 mL) and brine (50 mL). The organic was dried over anhydrous sodium sulfate, filtered, and concentrated by rotary evaporation in ... Starting materials: C1(O)=CC=C(O)C=C1 (hydroquinone), C(C)(=O)N (acetamide), stainless steel. The reagents and catalysts are O.O.O.O.O.O.O.O.O.O.O.O.O.O.O.O.O.O.O.O.O.O.O.O.O.O.O.O.O.O.O.O.O.O.O.O.O.O.O.O.P.[W].[W].[W].[W].[W].[W].[W].[W].[W].[W].[W].[W] (phosphotungstic acid). Conditions: time 1.5 hour. Yields the product C(C)(=O)NC1=CC=C(C=C1)O (N-acetyl para aminophenol). As a reaction SMILES: [C:1]1([CH:8]=[CH:7][C:5]([OH:6])=[CH:4][CH:3]=1)O.[C:9]([NH2:12])(=[O:11])[CH3:10]>O.O.O.O.O.O.O.O.O.O.O.O.O.O.O.O.O.O.O.O.O.O.O.O.O.O.O.O.O.O.O.O.O.O.O.O.O.O.O.O.P.[W].[W].[W].[W].[W].[W].[W].[W].[W].[W].[W].[W]>[C:9]([NH:12][C:1]1[CH:8]=[CH:7][C:5]([OH:6])=[CH:4][CH:3]=1)(=[O:11])[CH3:10] |f:2.3.4.5.6.7.8.9.10.11.12.13.14.15.16.17.18.19.20.21.22.23.24.25.26.27.28.29.30.31.32.33.34.35.36.37.38.39.40.41.42.43.44.45.46.47.48.49.50.51.52.53.54|. Procedure details: An intimate mixture of hydroquinone (5.5 g), acetamide (3.5 g) and phosphotungstic acid (0.3 g) was placed in a well stoppered stainless steel tube from which air has been displaced with nitrogen. The tube was kept in a temperature controlled oven at 280°-300° C. for 1.5 hrs. The tube was then removed from the oven, cooled, opened, contents extracted with ethyl acetate, crystallized and products analyzed by gas chromatography. Pure standard substances were used for calibration. The products were... Starting materials: C12(CC3CC(CC(C1)C3)C2)C=2C=C(C(=O)OCC3=CC=CC=C3)C=CC2OCC(=O)OC (benzyl 3-(1-adamantyl)-4-methoxycarbonylmethyloxybenzoate), O1CCOCC1 (dioxane). The reagents and catalysts are [Pd] (palladium). The solvent is C(C)(=O)O (acetic acid). Conditions: time 3 hour. The product is C12(CC3CC(CC(C1)C3)C2)C=2C=C(C(=O)O)C=CC2OCC(=O)OC (3-(1-adamantyl)-4-methoxycarbonylmethyloxybenzoic acid). Reaction SMILES: [C:1]12([C:11]3[CH:12]=[C:13]([CH:24]=[CH:25][C:26]=3[O:27][CH2:28][C:29]([O:31][CH3:32])=[O:30])[C:14]([O:16]CC3C=CC=CC=3)=[O:15])[CH2:10][CH:5]3[CH2:6][CH:7]([CH2:9][CH:3]([CH2:4]3)[CH2:2]1)[CH2:8]2.O1CCOCC1>[Pd].C(O)(=O)C>[C:1]12([C:11]3[CH:12]=[C:13]([CH:24]=[CH:25][C:26]=3[O:27][CH2:28][C:29]([O:31][CH3:32])=[O:30])[C:14]([OH:16])=[O:15])[CH2:2][CH:3]3[CH2:4][CH:5]([CH2:6][CH:7]([CH2:9]3)[CH2:8]1)[CH2:10]2. Procedure details: 2.34 g (5.38 mmol) of benzyl 3-(1-adamantyl)-4-methoxycarbonylmethyloxybenzoate, 40 ml of dioxane, 500 μl of acetic acid and 234 mg of palladium (10%) were introduced into a reactor. The mixture was hydrogenated at 40° C. and at a pressure of 7 bar for three hours. The catalyst was filtered off and the mixture was evaporated to dryness. The solid obtained was triturated from hexane, filtered off and dried. 1.74 g (94%) of the expected acid, having a melting point of 230°-1° C., was recovered. Reported procedure: To a solution of ethyl 4-fluoro-3-nitrobenzoate (2.13 g) and 1-methylpiperidin-4-amine (1.14 g) in tetrahydrofuran (40 mL) was added N,N-diisopropylethylamine (5 mL). The mixture was then stirred at reflux overnight. The solvent was evaporated and the residue was dissolved in ethyl acetate (300 mL) and washed with aqueous NaHCO3, water and brine. After evaporation of the solvent, the residue was dissolved in tetrahydrofuran (20 mL), methanol (10 mL) and water (10 mL). Then, LiOH H2O (2 g) was ad... The solvent is O1CCCC1 (tetrahydrofuran). Product: CN1CCC(CC1)NC1=C(C=C(C(=O)O)C=C1)[N+](=O)[O-] (4-(1-methylpiperidin-4-ylamino)-3-nitrobenzoic acid). As a reaction SMILES: F[C:2]1[CH:12]=[CH:11][C:5]([C:6]([O:8]CC)=[O:7])=[CH:4][C:3]=1[N+:13]([O-:15])=[O:14].[CH3:16][N:17]1[CH2:22][CH2:21][CH:20]([NH2:23])[CH2:19][CH2:18]1.C(N(CC)C(C)C)(C)C>O1CCCC1>[CH3:16][N:17]1[CH2:22][CH2:21][CH:20]([NH:23][C:2]2[CH:12]=[CH:11][C:5]([C:6]([OH:8])=[O:7])=[CH:4][C:3]=2[N+:13]([O-:15])=[O:14])[CH2:19][CH2:18]1. Starting materials: FC1=C(C=C(C(=O)OCC)C=C1)[N+](=O)[O-] (ethyl 4-fluoro-3-nitrobenzoate), CN1CCC(CC1)N (1-methylpiperidin-4-amine), C(C)(C)N(C(C)C)CC (N,N-diisopropylethylamine). Run at time 1 hour. Product: C1(NCCC=2C3=CC=CC=C3NC12)C(=O)O (2,3,4,9-tetrahydro-1H-beta-carboline-1-carboxylic acid). Procedure details: A solution of glyoxylic acid monohydrate (1.51 g, 16.4 mmol) in water (10 ml) was added dropwise to a stirred solution of tryptamine.HCl (3.0 g, 15.3 mmol) in water (200 ml). KOH (0.827 g, 14.7 mmol) in water (10 ml) was added. The reaction mixture was stirred at room temperature for 1 h after which time precipitation occurred. Following filtration under reduced pressure the white precipitate was collected and washed with water to furnish 2,3,4,9-tetrahydro-1H-beta-carboline-1-carboxylic acid Yi... Run in O (water), O (water), O (water). Starting materials: O.C(C=O)(=O)O (glyoxylic acid monohydrate), NCCC1=CNC2=CC=CC=C12 (tryptamine), [OH-].[K+] (KOH), Cl (HCl). RXN SMILES: O.[C:2]([OH:6])(=[O:5])[CH:3]=O.[NH2:7][CH2:8][CH2:9][C:10]1[C:18]2[C:13](=[CH:14][CH:15]=[CH:16][CH:17]=2)[NH:12][CH:11]=1.Cl.[OH-].[K+]>O>[CH:3]1([C:2]([OH:6])=[O:5])[C:11]2[NH:12][C:13]3[C:18](=[CH:17][CH:16]=[CH:15][CH:14]=3)[C:10]=2[CH2:9][CH2:8][NH:7]1 |f:0.1,4.5|. Isolated yield 58.0%.